From a dataset of the Open Reaction Database (ORD), a public repository of structured organic reaction records. describe an organic reaction: reactants, conditions, products, and yield The reactants are B, CC(=O)O, B(C1CCCCC1)C1CCCCC1, CCC=CC#CCCCCCCCCCCl. Yields the product CCC=CC=CCCCCCCCCCCl. Reaction SMILES: [BH3:30].[CH3:31][C:32](=[O:33])[OH:34].[CH:17]1([BH:18][CH:19]2[CH2:20][CH2:21][CH2:22][CH2:23][CH2:24]2)[CH2:25][CH2:26][CH2:27][CH2:28][CH2:29]1.[Cl:1][CH2:2][CH2:3][CH2:4][CH2:5][CH2:6][CH2:7][CH2:8][CH2:9][CH2:10][C:11]#[C:12][CH:13]=[CH:14][CH2:15][CH3:16]>>[Cl:1][CH2:2][CH2:3][CH2:4][CH2:5][CH2:6][CH2:7][CH2:8][CH2:9][CH2:10][CH:11]=[CH:12][CH:13]=[CH:14][CH2:15][CH3:16]. Starting materials: CC(CCN1C(NC2=C1C=CC=C2)=O)(C)NC=O (N-[1,1-dimethyl-3-(2-oxo-2,3-dihydro-1H-benzimidazol-1-yl)propyl]formamide), Cl.CO (hydrogen chloride methanol). Run at time 50 hour. The product is NC(CCN1C(NC2=C1C=CC=C2)=O)(C)C (1-(3-amino-3-methylbutyl)-1,3-dihydro-2H-benzimidazol-2-one). As a reaction SMILES: [CH3:1][C:2]([NH:16]C=O)([CH3:15])[CH2:3][CH2:4][N:5]1[C:9]2[CH:10]=[CH:11][CH:12]=[CH:13][C:8]=2[NH:7][C:6]1=[O:14].Cl.CO>>[NH2:16][C:2]([CH3:15])([CH3:1])[CH2:3][CH2:4][N:5]1[C:9]2[CH:10]=[CH:11][CH:12]=[CH:13][C:8]=2[NH:7][C:6]1=[O:14] |f:1.2|. Reported procedure: A mixture of N-[1,1-dimethyl-3-(2-oxo-2,3-dihydro-1H-benzimidazol-1-yl)propyl]formamide (1.1 g) and hydrogen chloride-methanol (80-90% methanol, 18 mL) was stirred at rt for 50 h. The mixture was concentrated in vacuo and the residue was basified by aq. potassium carbonate and the mixture was extracted with dichloromethane. The combined organic layers were dried over sodium sulfate and concentrated to give 0.81 g (3.7 mmol, 73% for 3 steps) of the title compound.